This data is from the Open Reaction Database (ORD), a public repository of structured organic reaction records. The task is: describe an organic reaction: reactants, conditions, products, and yield The reactants are Intermediate 7, Cl.C(C1=CC=CC=C1)OC1=CC=C(N)C=C1 (4-Benzyloxyaniline hydrochloride), ClCC(=O)OC (methyl chloroacetate), C([O-])(O)=O.[Na+] (sodium bicarbonate). Solvent: C(C)#N (acetonitrile). The product is COC(CNC1=CC=C(C=C1)OCC1=CC=CC=C1)=O (N-[4-(Phenylmethoxy)phenyl]glycine methyl ester). Reaction SMILES: Cl.[CH2:2]([O:9][C:10]1[CH:16]=[CH:15][C:13]([NH2:14])=[CH:12][CH:11]=1)[C:3]1[CH:8]=[CH:7][CH:6]=[CH:5][CH:4]=1.Cl[CH2:18][C:19]([O:21][CH3:22])=[O:20].C(=O)(O)[O-].[Na+]>C(#N)C>[CH3:22][O:21][C:19](=[O:20])[CH2:18][NH:14][C:13]1[CH:12]=[CH:11][C:10]([O:9][CH2:2][C:3]2[CH:4]=[CH:5][CH:6]=[CH:7][CH:8]=2)=[CH:16][CH:15]=1 |f:0.1,3.4|. Reported procedure: 4-Benzyloxyaniline hydrochloride (70 g), methyl chloroacetate (49 ml) and sodium bicarbonate (75 g) in dry acetonitrile (200 ml) were heated at reflux for 6.5 h. Work up according to the method of Intermediate 7 gave a solid which was recrystallised from chloroform-hexane to give the title compound (55 g), m.p. 106°-107°. The reactants are C(C)(C)(C)OC(C1=CC(=CC=C1)NC(=O)NC1N=C(C2=C(N(C1=O)C(C(N)=O)(C1=CC=CC=C1)C(C)C)C=CC=C2)C2=CC=CC=C2)=O (3-{3-[1-(Isopropyl-phenyl-carbamoylmethyl)-2-oxo-5-phenyl-2,3-dihydro-1H-benzo[e][1,4]diazepin-3-yl]-ureido}-benzoic acid tert-butyl ester), FC(C(=O)O)(F)F (triflouroacetic acid). Solvent: C(Cl)Cl (DCM). Reaction conditions: time 2 hour. The product is C(C)(C)C(N1C(C(N=C(C2=C1C=CC=C2)C2=CC=CC=C2)NC(NC=2C=C(C(=O)O)C=CC2)=O)=O)(C(N)=O)C2=CC=CC=C2 (3-{3-[1-(Isopropyl-phenyl-carbamoylmethyl)-2-oxo-5-phenyl-2,3-dihydro-1H-benzo[e][1,4]diazepin-3-yl]-ureido}-benzoic acid). Yield: 60.4%. Reaction SMILES: C([O:5][C:6](=[O:48])[C:7]1[CH:12]=[CH:11][CH:10]=[C:9]([NH:13][C:14]([NH:16][CH:17]2[C:23](=[O:24])[N:22]([C:25]([CH:35]([CH3:37])[CH3:36])([C:29]3[CH:34]=[CH:33][CH:32]=[CH:31][CH:30]=3)[C:26](=[O:28])[NH2:27])[C:21]3[CH:38]=[CH:39][CH:40]=[CH:41][C:20]=3[C:19]([C:42]3[CH:47]=[CH:46][CH:45]=[CH:44][CH:43]=3)=[N:18]2)=[O:15])[CH:8]=1)(C)(C)C.FC(F)(F)C(O)=O>C(Cl)Cl>[CH:35]([C:25]([C:29]1[CH:34]=[CH:33][CH:32]=[CH:31][CH:30]=1)([C:26](=[O:28])[NH2:27])[N:22]1[C:21]2[CH:38]=[CH:39][CH:40]=[CH:41][C:20]=2[C:19]([C:42]2[CH:43]=[CH:44][CH:45]=[CH:46][CH:47]=2)=[N:18][CH:17]([NH:16][C:14](=[O:15])[NH:13][C:9]2[CH:8]=[C:7]([CH:12]=[CH:11][CH:10]=2)[C:6]([OH:48])=[O:5])[C:23]1=[O:24])([CH3:37])[CH3:36]. Procedure details: A solution of 3-{3-[1-(Isopropyl-phenyl-carbamoylmethyl)-2-oxo-5-phenyl-2,3-dihydro-1H-benzo[e][1,4]diazepin-3-yl]-ureido}-benzoic acid tert-butyl ester (145 mg, 0.225 mmol), prepared as in Example 5A, in anhydrous DCM (2 mL) at 0-5--C. under nitrogen is treated with triflouroacetic acid (2 mL). After stirring for 2 hrs., the reaction mixture is concentrated in vacuo and triturated with anhydrous ether. The resulting slurry is filtered and the product dried overnight under high vacuum at ambient... Starting materials: C(=O)(O)[O-].[Na+] (NaHCO3), C(C)(C)(C)O[C@H](C(=O)O)C1=C(C2=C(N=C(S2)C2=CC(=CC=C2)N2CCN(CC2)C(=O)OC(C)(C)C)C=C1C)C1=CC=C(C=C1)Cl ((S)-2-tert-butoxy-2-(2-(3-(4-(tert-butoxycarbonyl)piperazin-1-yl)phenyl)-7-(4-chlorophenyl)-5-methylbenzo[d]thiazol-6-yl)acetic acid), Cl (HCl). The solvent is O1CCOCC1 (1,4-dioxane), O1CCOCC1 (1,4-dioxane). Run at time 6 hour. Product: C(C)(C)(C)O[C@H](C(=O)O)C1=C(C2=C(N=C(S2)C2=CC(=CC=C2)N2CCNCC2)C=C1C)C1=CC=C(C=C1)Cl ((S)-2-tert-butoxy-2-(7-(4-chlorophenyl)-5-methyl-2-(3-(piperazin-1-yl)phenyl)benzo[d]thiazol-6-yl)acetic acid). As a reaction SMILES: [C:1]([O:5][C@@H:6]([C:10]1[C:37]([CH3:38])=[CH:36][C:13]2[N:14]=[C:15]([C:17]3[CH:22]=[CH:21][CH:20]=[C:19]([N:23]4[CH2:28][CH2:27][N:26](C(OC(C)(C)C)=O)[CH2:25][CH2:24]4)[CH:18]=3)[S:16][C:12]=2[C:11]=1[C:39]1[CH:44]=[CH:43][C:42]([Cl:45])=[CH:41][CH:40]=1)[C:7]([OH:9])=[O:8])([CH3:4])([CH3:3])[CH3:2].Cl.C([O-])(O)=O.[Na+]>O1CCOCC1>[C:1]([O:5][C@@H:6]([C:10]1[C:37]([CH3:38])=[CH:36][C:13]2[N:14]=[C:15]([C:17]3[CH:22]=[CH:21][CH:20]=[C:19]([N:23]4[CH2:28][CH2:27][NH:26][CH2:25][CH2:24]4)[CH:18]=3)[S:16][C:12]=2[C:11]=1[C:39]1[CH:40]=[CH:41][C:42]([Cl:45])=[CH:43][CH:44]=1)[C:7]([OH:9])=[O:8])([CH3:4])([CH3:2])[CH3:3] |f:2.3|. Procedure details: To a solution of (S)-2-tert-butoxy-2-(2-(3-(4-(tert-butoxycarbonyl)piperazin-1-yl)phenyl)-7-(4-chlorophenyl)-5-methylbenzo[d]thiazol-6-yl)acetic acid (from above) in 1,4-dioxane (5 mL) was added 4M HCl in 1,4-dioxane (1 mL, 4 mmol). The reaction was stirred at rt for 6 h. A saturated solution of NaHCO3 (10 mL) was added carefully. The layers were separated, and the organic layer was dried, filtered, and concentrated in vacuo and used without further purification. LCMS-ESI+: calc'd for C30H33ClN3... Product: CCOc1ccc(Oc2cccc(C=C3CCN(C(=O)OC(C)(C)C)CC3)c2)nc1. Reactants: CCI, CC(C)=O, [K+], [K+], O=C([O-])[O-], C1COCCOCCOCCOCCOCCO1, O, CC(C)(C)OC(=O)N1CCC(=Cc2cccc(Oc3ccc(O)cn3)c2)CC1. Reaction SMILES: [CH2:29]([CH3:30])[I:31].[CH3:56][C:57](=[O:58])[CH3:59].[K+:32].[K+:33].[O-:34][C:35]([O-:36])=[O:37].[O:38]1[CH2:39][CH2:40][O:41][CH2:42][CH2:43][O:44][CH2:45][CH2:46][O:47][CH2:48][CH2:49][O:50][CH2:51][CH2:52][O:53][CH2:54][CH2:55]1.[OH2:60].[OH:1][c:2]1[cH:3][cH:4][c:5]([O:8][c:9]2[cH:10][c:11]([CH:12]=[C:13]3[CH2:14][CH2:15][N:16]([C:19](=[O:20])[O:21][C:22]([CH3:23])([CH3:24])[CH3:25])[CH2:17][CH2:18]3)[cH:26][cH:27][cH:28]2)[n:6][cH:7]1>>[O:1]([c:2]1[cH:3][cH:4][c:5]([O:8][c:9]2[cH:10][c:11]([CH:12]=[C:13]3[CH2:14][CH2:15][N:16]([C:19](=[O:20])[O:21][C:22]([CH3:23])([CH3:24])[CH3:25])[CH2:17][CH2:18]3)[cH:26][cH:27][cH:28]2)[n:6][cH:7]1)[CH2:29][CH3:30]. The reactants are CN(C)C=O, CS(=O)(=O)Cl, O=C1CCC(CO)N1, Oc1ccc2c(-c3c(-c4ccccn4)nn4c3CCC4)ccnc2c1. Yields the product O=C1CCC(COc2ccc3c(-c4c(-c5ccccn5)nn5c4CCC5)ccnc3c2)N1. Reaction SMILES: [CH3:39][N:40]([CH3:41])[CH:42]=[O:43].[CH3:9][S:10]([Cl:11])(=[O:12])=[O:13].[OH:1][CH2:2][CH:3]1[CH2:4][CH2:5][C:6](=[O:8])[NH:7]1.[n:14]1[c:15](-[c:20]2[c:21](-[c:28]3[cH:29][cH:30][n:31][c:32]4[cH:33][c:34]([OH:38])[cH:35][cH:36][c:37]34)[c:22]3[n:23]([n:24]2)[CH2:25][CH2:26][CH2:27]3)[cH:16][cH:17][cH:18][cH:19]1>>[O:1]([CH2:2][CH:3]1[CH2:4][CH2:5][C:6](=[O:8])[NH:7]1)[c:34]1[cH:33][c:32]2[n:31][cH:30][cH:29][c:28](-[c:21]3[c:20](-[c:15]4[n:14][cH:19][cH:18][cH:17][cH:16]4)[n:24][n:23]4[c:22]3[CH2:27][CH2:26][CH2:25]4)[c:37]2[cH:36][cH:35]1. Reported procedure: Diethyl 2-(3-pyridylmethyl)-2-acetamidomalonate was dissolved in 6N HCl (30 mL) and heated to reflux for 19 hours whereupon it was cooled to room temperature and the HCl solution was removed by evaporation in vacuo. The intermediate amino acid dihydrochloride salt was taken up into MeOH (30 mL) saturated with HCl gas and stirred for 3.5 hours. The MeOH/HCl was removed by evaporation in vacuo to give 3-(3-pyridyl)alanine methyl ester dihydrochloride (2.235 g, 100%). As a reaction SMILES: [N:1]1[CH:6]=[CH:5][CH:4]=[C:3]([CH2:7][C:8]([NH:19]C(=O)C)(C(OCC)=O)[C:9]([O:11][CH2:12]C)=[O:10])[CH:2]=1.[ClH:23]>>[ClH:23].[ClH:23].[CH3:12][O:11][C:9](=[O:10])[C@H:8]([CH2:7][C:3]1[CH:2]=[N:1][CH:6]=[CH:5][CH:4]=1)[NH2:19] |f:2.3.4|. Conditions: time 3.5 hour. The reactants are N1=CC(=CC=C1)CC(C(=O)OCC)(C(=O)OCC)NC(C)=O (Diethyl 2-(3-pyridylmethyl)-2-acetamidomalonate), Cl (HCl). Yields the product Cl.Cl.COC([C@@H](N)CC=1C=NC=CC1)=O (3-(3-pyridyl)alanine methyl ester dihydrochloride). The yield is 100.0%.